This data is from the Open Reaction Database (ORD), a public repository of structured organic reaction records. The task is: describe an organic reaction: reactants, conditions, products, and yield The reactants are C(C)OC(CN(C1=C(C=CC(=C1)C(=S)N)C)CC(=O)OCC)=O (N-[5-(aminocarbonothioyl)-2-methylphenyl]iminodiacetic acid diethyl ester), ClCC(C)=O (chloroacetone). Run in C(C)O (ethanol), CN(C=O)C (N,N-dimethylformamide). Reaction conditions: temperature 80 celsius, time 3 hour. The product is CC1=C(C=C(C=C1)C=1SC=C(N1)C)N(CC(=O)O)CC(=O)O (N-[2-methyl-5-(4-methyl-1,3-thiazol-2-yl)phenyl]iminodiacetic acid). As a reaction SMILES: C([O:3][C:4](=[O:23])[CH2:5][N:6]([CH2:17][C:18]([O:20]CC)=[O:19])[C:7]1[CH:12]=[C:11]([C:13]([NH2:15])=[S:14])[CH:10]=[CH:9][C:8]=1[CH3:16])C.Cl[CH2:25][C:26](=O)[CH3:27]>C(O)C.CN(C)C=O>[CH3:16][C:8]1[CH:9]=[CH:10][C:11]([C:13]2[S:14][CH:25]=[C:26]([CH3:27])[N:15]=2)=[CH:12][C:7]=1[N:6]([CH2:5][C:4]([OH:3])=[O:23])[CH2:17][C:18]([OH:20])=[O:19]. Procedure: The compound (0.70 g, 2.1 mmol) obtained in step A was dissolved in a ethanol (14 ml)-N,N-dimethylformamide (4 ml) mixed solvent. Then, chloroacetone (0.18 ml, 2.3 mmol) was added, and the mixture was stirred at 80° C. for 3 hr. The reaction mixture was concentrated under reduced pressure, and the obtained oil was diluted with dichloromethane, washed with water, saturated aqueous sodium hydrogen carbonate and saturated brine, and dried over anhydrous magnesium sulfate. The insoluble material was... The reactants are O=C([O-])[O-], CC(=O)N1CCN(c2ccc(Nc3nccc(-c4sc(C)nc4C)n3)cc2)CC1, CCO, Cl, [Na+], [Na+]. Product: Cc1nc(C)c(-c2ccnc(Nc3ccc(N4CCNCC4)cc3)n2)s1. As a reaction SMILES: [C:31](=[O:32])([O-:33])[O-:34].[CH3:1][c:2]1[s:3][c:4](-[c:8]2[n:9][c:10]([NH:14][c:15]3[cH:16][cH:17][c:18]([N:21]4[CH2:22][CH2:23][N:24]([C:27](=[O:28])[CH3:29])[CH2:25][CH2:26]4)[cH:19][cH:20]3)[n:11][cH:12][cH:13]2)[c:5]([CH3:7])[n:6]1.[CH3:37][CH2:38][OH:39].[ClH:30].[Na+:35].[Na+:36]>>[CH3:1][c:2]1[s:3][c:4](-[c:8]2[n:9][c:10]([NH:14][c:15]3[cH:16][cH:17][c:18]([N:21]4[CH2:22][CH2:23][NH:24][CH2:25][CH2:26]4)[cH:19][cH:20]3)[n:11][cH:12][cH:13]2)[c:5]([CH3:7])[n:6]1. The product is N#CC(=O)c1ccc(Cl)cc1Cl. Starting materials: [C-]#N, CC#N, O=C(Cl)c1ccc(Cl)cc1Cl, [I-], [Na+]. RXN SMILES: [C-:1]#[N:2].[CH3:16][C:17]#[N:18].[Cl:5][c:6]1[c:7]([C:8](=[O:9])[Cl:10])[cH:11][cH:12][c:13]([Cl:15])[cH:14]1.[I-:4].[Na+:3]>>[C:1](#[N:2])[C:8]([c:7]1[c:6]([Cl:5])[cH:14][c:13]([Cl:15])[cH:12][cH:11]1)=[O:9]. Starting materials: CC(=O)Nc1ccc(C(C)=O)cc1, O=C([O-])[O-], C1CCC2CCCCC2C1, CCO, CC(C)=O, Cl, [Cu], FC(F)(F)c1cccc(Br)c1, [K+], [K+]. Product: CC(=O)c1ccc(Nc2cccc(C(F)(F)F)c2)cc1. RXN SMILES: [C:12](=[O:13])([CH3:14])[NH:15][c:16]1[cH:17][cH:18][c:19]([C:22]([CH3:23])=[O:24])[cH:20][cH:21]1.[C:25](=[O:26])([O-:27])[O-:28].[CH2:31]1[CH2:32][CH:33]2[CH:34]([CH2:35][CH2:36][CH2:37][CH2:38]2)[CH2:39][CH2:40]1.[CH3:42][CH2:43][OH:44].[CH3:46][C:47](=[O:48])[CH3:49].[ClH:41].[Cu:45].[F:1][C:2]([c:3]1[cH:4][c:5]([Br:9])[cH:6][cH:7][cH:8]1)([F:10])[F:11].[K+:29].[K+:30]>>[F:1][C:2]([c:3]1[cH:4][c:5]([NH:15][c:16]2[cH:17][cH:18][c:19]([C:22]([CH3:23])=[O:24])[cH:20][cH:21]2)[cH:6][cH:7][cH:8]1)([F:10])[F:11]. Reactants: C(C)(=O)O[BH-](OC(C)=O)OC(C)=O.[Na+] (Sodium triacetoxyborohydride), FC1=C(CSC2=NC(=CC(=N2)NS(=O)(=O)N2CCC(CC2)=O)OC)C=CC=C1F (N-{2-[(2,3-difluorobenzyl)thio]-6-methoxypyrimidin-4-yl}-4-oxopiperidine-1-sulfonamide), product, N1CCOCC1 (morpholine), [OH-].[Na+] (sodium hydroxide), Cl (hydrochloric acid). Run in C(Cl)Cl (DCM), C(C)(=O)O (acetic acid). Run at time 18 hour. The product is FC1=C(CSC2=NC(=CC(=N2)NS(=O)(=O)N2CCC(CC2)N2CCOCC2)OC)C=CC=C1F (N-{2-[(2,3-Difluorobenzyl)thio]-6-methoxypyrimidin-4-yl}-4-morpholin-4-ylpiperidine-1-sulfonamide). Reaction SMILES: C(O[BH-](OC(=O)C)OC(=O)C)(=O)C.[Na+].[F:15][C:16]1[C:42]([F:43])=[CH:41][CH:40]=[CH:39][C:17]=1[CH2:18][S:19][C:20]1[N:25]=[C:24]([NH:26][S:27]([N:30]2[CH2:35][CH2:34][C:33](=O)[CH2:32][CH2:31]2)(=[O:29])=[O:28])[CH:23]=[C:22]([O:37][CH3:38])[N:21]=1.[NH:44]1[CH2:49][CH2:48][O:47][CH2:46][CH2:45]1.[OH-].[Na+].Cl>C(Cl)Cl.C(O)(=O)C>[F:15][C:16]1[C:42]([F:43])=[CH:41][CH:40]=[CH:39][C:17]=1[CH2:18][S:19][C:20]1[N:25]=[C:24]([NH:26][S:27]([N:30]2[CH2:31][CH2:32][CH:33]([N:44]3[CH2:49][CH2:48][O:47][CH2:46][CH2:45]3)[CH2:34][CH2:35]2)(=[O:29])=[O:28])[CH:23]=[C:22]([O:37][CH3:38])[N:21]=1 |f:0.1,4.5|. Reported procedure: Sodium triacetoxyborohydride (0.48 g) was added to a solution of N-{2-[(2,3-difluorobenzyl)thio]-6-methoxypyrimidin-4-yl}-4-oxopiperidine-1-sulfonamide (the product of step iii) (0.249 g), morpholine (0.2 mL) and 2M aqueous acetic acid (0.5 mL) in DCM (12 mL). The mixture was stirred at room temperature for 18 h then 2M aqueous sodium hydroxide (10 mL) added to the residue. The mixture was shaken vigorously then acidified to pH 8 with 2M aqueous hydrochloric acid and extracted with ethyl acetate...